This data is from the Open Reaction Database (ORD), a public repository of structured organic reaction records. The task is: describe an organic reaction: reactants, conditions, products, and yield Reactants: ClC1=C(C#N)C(=CC(=N1)NC1=NNC(=C1)C)C (2-chloro-6-(5-methyl-1H-pyrazol-3-ylamino)-4-methylnicotinonitrile), N1=C(C=CC=C1)OCCN (2-(pyridin-2-yloxy)ethylamine), C(O)([O-])=O.[Na+] (sodium hydrogencarbonate), CS(=O)C (DMSO). Run in O (water). Run at temperature 100 celsius, time 27 hour. The product is Cl.Cl.N1=C(C=CC=C1)OCCNC1=C(C#N)C(=CC(=N1)NC1=NNC(=C1)C)C (2-(2-(pyridin-2-yloxy)ethylamino)-6-(5-methyl-1H-pyrazol-3-ylamino)-4-methylnicotinonitrile dihydrochloride). RXN SMILES: [Cl:1][C:2]1[N:9]=[C:8]([NH:10][C:11]2[CH:15]=[C:14]([CH3:16])[NH:13][N:12]=2)[CH:7]=[C:6]([CH3:17])[C:3]=1[C:4]#[N:5].[N:18]1[CH:23]=[CH:22][CH:21]=[CH:20][C:19]=1[O:24][CH2:25][CH2:26][NH2:27].C(=O)([O-])O.[Na+].CS(C)=O>O>[ClH:1].[ClH:1].[N:18]1[CH:23]=[CH:22][CH:21]=[CH:20][C:19]=1[O:24][CH2:25][CH2:26][NH:27][C:2]1[N:9]=[C:8]([NH:10][C:11]2[CH:15]=[C:14]([CH3:16])[NH:13][N:12]=2)[CH:7]=[C:6]([CH3:17])[C:3]=1[C:4]#[N:5] |f:2.3,6.7.8|. Procedure details: Compound A (400 mg, 1.63 mmol), 2-(pyridin-2-yloxy)ethylamine (674 μl) and sodium hydrogencarbonate (1.37 g) were added to DMSO (12 ml), and the mixture was stirred at 100° C. for 27 hr. After stirring, the reaction mixture was added to cold water, and the mixture was extracted with ethyl acetate. The organic layer was washed with saturated brine, and concentrated, and the residue was washed by suspending in ethyl acetate. This was converted to hydrochloride to give the object compound of 2-(2-(... The reactants are BrCCBr (1,2-dibromoethane), C(=O)C=O (glyoxal), O (water), NCCNCCNCCN (triethylenetetramine), O.NN (hydrazine hydrate), [OH-].[K+] (potassium hydroxide). Procedure: 50 g of triethylenetetramine (0.342 mol) is dissolved in 1 l of ethanol and mixed at room temperature with 39 ml of 40% glyoxal in water (0.342 mol). After 20 hours of stirring, the solvent is distilled off in a vacuum, and an orange-colored oil is obtained, which then is taken up in 400 ml of dimethylformamide and mixed with 88.5 ml (192.8 g=1.026 mol) of 1,2-dibromoethane. After 6 hours of stirring at 40° C., it is concentrated by evaporation in a vacuum, the residue is taken up in 400 ml of e... Reaction conditions: time 20 hour. Product: N1CCNCCNCCNCC1 (1,4,7,10-Tetraazacyclododecane). As a reaction SMILES: [NH2:1][CH2:2][CH2:3][NH:4][CH2:5][CH2:6][NH:7][CH2:8][CH2:9][NH2:10].[CH:11]([CH:13]=O)=O.O.BrCCBr.O.NN.[OH-].[K+]>C(O)C.CN(C)C=O>[NH:4]1[CH2:5][CH2:6][NH:7][CH2:8][CH2:9][NH:10][CH2:13][CH2:11][NH:1][CH2:2][CH2:3]1 |f:4.5,6.7|. The solvent is CN(C=O)C (dimethylformamide), C(C)O (ethanol). Reactants: O (Water), ClC1=C2C=C(NC2=C(C=C1)N(S(=O)(=O)C=1SC=CC1)C)C=1SC(=CN1)CO (N-{4-chloro-2-[5-(hydroxymethyl)-1,3-thiazol-2-yl]-1H-indol-7-yl}-N-methylthiophene-2-sulfonamide), O1CCCC1 (tetrahydrofuran), S(=O)(Cl)Cl (thionyl chloride). Reaction conditions: time 8 hour. The product is C(C)(=O)N1CCN(CC1)CC1=CN=C(S1)C=1NC2=C(C=CC(=C2C1)Cl)N(S(=O)(=O)C=1SC=CC1)C (N-(2-{5-[(4-acetylpiperazin-1-yl)methyl]-1,3-thiazol-2-yl}-4-chloro-1H-indol-7-yl)-N-methylthiophene-2-sulfonamide). The yield is 25.0%. As a reaction SMILES: [Cl:1][C:2]1[CH:10]=[CH:9][C:8]([N:11]([CH3:20])[S:12]([C:15]2[S:16][CH:17]=[CH:18][CH:19]=2)(=[O:14])=[O:13])=[C:7]2[C:3]=1[CH:4]=[C:5]([C:21]1[S:22][C:23]([CH2:26]O)=[CH:24][N:25]=1)[NH:6]2.O1[CH2:32][CH2:31]CC1.S(Cl)(Cl)=O.[OH2:37]>>[C:7]([N:6]1[CH2:32][CH2:31][N:25]([CH2:26][C:23]2[S:22][C:21]([C:5]3[NH:6][C:7]4[C:3]([CH:4]=3)=[C:2]([Cl:1])[CH:10]=[CH:9][C:8]=4[N:11]([CH3:20])[S:12]([C:15]3[S:16][CH:17]=[CH:18][CH:19]=3)(=[O:14])=[O:13])=[N:25][CH:24]=2)[CH2:21][CH2:5]1)(=[O:37])[CH3:3]. Procedure: To a mixture of N-{4-chloro-2-[5-(hydroxymethyl)-1,3-thiazol-2-yl]-1H-indol-7-yl}-N-methylthiophene-2-sulfonamide (0.26 g) and tetrahydrofuran (10 ml) was added thionyl chloride (0.08 ml) at 0° C., and the mixture was stirred overnight at room temperature. Water was added to the reaction mixture, and the mixture was extracted with ethyl acetate. The ethyl acetate layer was washed with saturated brine, dried (MgSO4), and concentrated. A mixture of the obtained residue, 1-acetylpiperazine (0.15 g)... Starting materials: [H-].[H-].[H-].[H-].[Li+].[Al+3] (LiAlH4), Example 32, O[C@H](CC#N)C=1OC(=CC1)OCC(CCC)CCC ((R)-3-hydroxy-3-(5-((2-propylpentyl)oxy)furan-2-yl)propanenitrile), N.CO.C(Cl)Cl (NH3 MeOH CH2Cl2). Product: NCC[C@@H](O)C=1OC(=CC1)OCC(CCC)CCC ((R)-3-amino-1-(5-((2-propylpentyl)oxy)furan-2-yl)propan-1-ol). As a reaction SMILES: [H-].[H-].[H-].[H-].[Li+].[Al+3].[OH:7][C@@H:8]([C:12]1[O:13][C:14]([O:17][CH2:18][CH:19]([CH2:23][CH2:24][CH3:25])[CH2:20][CH2:21][CH3:22])=[CH:15][CH:16]=1)[CH2:9][C:10]#[N:11].N.CO.C(Cl)Cl>>[NH2:11][CH2:10][CH2:9][C@H:8]([C:12]1[O:13][C:14]([O:17][CH2:18][CH:19]([CH2:23][CH2:24][CH3:25])[CH2:20][CH2:21][CH3:22])=[CH:15][CH:16]=1)[OH:7] |f:0.1.2.3.4.5,7.8.9|. Procedure details: LiAlH4 reduction of (R)-3-hydroxy-3-(5-((2-propylpentyl)oxy)furan-2-yl)propanenitrile following the method used in Example 1 gave after flash chromatography purification (2%-20% 7N NH3/MeOH—CH2Cl2 gradient) Example 32 as a colorless oil. Yield (0.080 g, 61%); 1H NMR (400 MHz, CD3OD) δ .6.11 (d, J=2.9 Hz, 1H), 5.11 (d, J=2.9 Hz, 1H), 4.56 (t, J=6.9 Hz, 1H), 3.88 (d, J=5.9 Hz, 2H), 2.65-2.78 (m, 2H), 1.88-1.96 (m, 2H), 1.70-1.80 (m, 1H), 1.30-1.44 (m, 8H), 0.085-0.97 (m, 6H); ESI-MS 270.2 m/z [M+H... Reactants: BrC=1C=CC=2N(C1)C=CN2 (6-bromo-imidazo[1,2-a]pyridine), BrBr (bromine). Run in C(C)(=O)O (acetic acid). Run at time 1 hour. Product: BrC1=CN=C2N1C=C(C=C2)Br (3-Bromo-6-bromo-imidazo[1,2-a]pyridine). Reaction SMILES: [Br:1][C:2]1[CH:3]=[CH:4][C:5]2[N:6]([CH:8]=[CH:9][N:10]=2)[CH:7]=1.[Br:11]Br>C(O)(=O)C>[Br:11][C:8]1[N:6]2[CH:7]=[C:2]([Br:1])[CH:3]=[CH:4][C:5]2=[N:10][CH:9]=1. Procedure: To 6-bromo-imidazo[1,2-a]pyridine (1 eq, 96 mmol, 19 g) in acetic acid (200 ml) under an inert atmosphere of argon is added dropwise bromine (1 eq, 96 mmol, 4.9 ml). After stirring at room temperature for 1 hour, the reaction mixture is filtered to afford the title compound as a beige solid; [M+H]+=275/277/278 Reactants: Cc1cc(F)ccc1Br, [Li]CCCC, C1CCOC1, CCOCC, Cl, CN(C)C=O. The product is Cc1cc(F)ccc1C=O. Reaction SMILES: [Br:1][c:2]1[c:3]([CH3:9])[cH:4][c:5]([F:8])[cH:6][cH:7]1.[CH2:10]([Li:11])[CH2:12][CH2:13][CH3:14].[CH2:21]1[O:22][CH2:23][CH2:24][CH2:25]1.[CH3:26][CH2:27][O:28][CH2:29][CH3:30].[ClH:20].[O:15]=[CH:16][N:17]([CH3:18])[CH3:19]>>[c:2]1([CH:16]=[O:15])[c:3]([CH3:9])[cH:4][c:5]([F:8])[cH:6][cH:7]1. The reactants are ClC(=O)OCC(C)C (Isobutyl chloroformate), trimethylsilyl nitrile, N12CCN(CC1)CC2 (1,4-diazabicyclo[2.2.2]octane). The product is C(#N)C(=O)OCC(C)C (isobutyl cyanoformate). Isolated yield 53746.0%. RXN SMILES: Cl[C:2]([O:4][CH2:5][CH:6]([CH3:8])[CH3:7])=[O:3].[N:9]12CCN(CC1)C[CH2:10]2>>[C:10]([C:2]([O:4][CH2:5][CH:6]([CH3:8])[CH3:7])=[O:3])#[N:9]. Procedure details: Isobutyl chloroformate (68.3 g; 0.5 mol), trimethylsilyl nitrile (49.5 g; 0.5 mol) and 1,4-diazabicyclo[2.2.2]octane (0.10 g; 0.9 mmol) was reacted to produce 61.5 g of isobutyl cyanoformate as a clear, colorless liquid (bp 52°-53° C./20 mmHg) Yield: 97% (theoretical); 98% purity 1H-NMR: δ4.1,d(2H), J=7 Hz; δ2.1, m(1H), δ1.00,d(6 H), J=7 Hz; IR 2250 cm-1 (CN), 1750 cm-1 (CO). Reactants: [Na] (sodium), [OH-].[K+] (potassium hydroxide), C(C)(=O)SCC(=O)NC1=CC=C(S(=O)(=O)O)C=C1 (N-[2-(acetylthio)acetyl]sulfanilic acid), [OH-].[Na+] (sodium hydroxide). The product is [Na+].SCC(=O)NC1=CC=C(S(=O)(=O)[O-])C=C1 (N-(2-MERCAPTOACETYL)SULFANILIC ACID SODIUM SALT). RXN SMILES: [Na].C([S:5][CH2:6][C:7]([NH:9][C:10]1[CH:19]=[CH:18][C:13]([S:14]([OH:17])(=[O:16])=[O:15])=[CH:12][CH:11]=1)=[O:8])(=O)C.[OH-].[Na+:21].[OH-].[K+]>>[Na+:21].[SH:5][CH2:6][C:7]([NH:9][C:10]1[CH:19]=[CH:18][C:13]([S:14]([O-:17])(=[O:15])=[O:16])=[CH:12][CH:11]=1)=[O:8] |f:2.3,4.5,6.7,^1:0|. Procedure: By substituting the sodium salt of N-[2-(acetylthio)acetyl]sulfanilic acid and sodium hydroxide in place of the potassium salt and potassium hydroxide, respectively, according to the above procedure, there is provided N-(2-MERCAPTOACETYL)SULFANILIC ACID SODIUM SALT. As a reaction SMILES: [CH3:1][O:2][c:3]1[cH:4][c:5]2[c:6]([nH:7][c:8]([S:10](=[O:11])[CH2:12][c:13]3[n:14][cH:15][c:16]([CH3:22])[c:17]([O:20][CH3:21])[c:18]3[CH3:19])[n:9]2)[cH:23][cH:24]1.[CH3:25][C:26]([CH3:27])([O-:28])[CH3:29].[CH3:79][OH:80].[CH:81]([Cl:82])([Cl:83])[Cl:84].[Cl:31][CH2:32][n:33]1[n:34][n:35][c:36]2[c:37]1[cH:38][cH:39][cH:40][cH:41]2.[Cl:76][CH2:77][Cl:78].[Na+:30].[n:42]1([CH2:43][n:44]2[c:45]3[cH:46][cH:47][c:48]([O:49][CH3:50])[cH:51][c:52]3[n:53][c:54]2[S:55]([CH2:56][c:57]2[c:58]([CH3:59])[c:60]([O:61][CH3:62])[c:63]([CH3:64])[cH:65][n:66]2)=[O:67])[c:68]2[cH:69][cH:70][cH:71][cH:72][c:73]2[n:74][n:75]1>>[CH3:1][O:2][c:3]1[cH:4][c:5]2[c:6]([n:7][c:8]([S:10](=[O:11])[CH2:12][c:13]3[n:14][cH:15][c:16]([CH3:22])[c:17]([O:20][CH3:21])[c:18]3[CH3:19])[n:9]2[CH2:32][n:33]2[n:34][n:35][c:36]3[c:37]2[cH:38][cH:39][cH:40][cH:41]3)[cH:23][cH:24]1. Yields the product COc1ccc2nc(S(=O)Cc3ncc(C)c(OC)c3C)n(Cn3nnc4ccccc43)c2c1. The reactants are COc1ccc2[nH]c(S(=O)Cc3ncc(C)c(OC)c3C)nc2c1, CC(C)(C)[O-], CO, ClC(Cl)Cl, ClCn1nnc2ccccc21, ClCCl, [Na+], COc1ccc2c(c1)nc(S(=O)Cc1ncc(C)c(OC)c1C)n2Cn1nnc2ccccc21. RXN SMILES: [CH3:27][C:28](=[O:29])[O-:30].[CH3:31][CH2:32][OH:33].[Cl:1][c:2]1[c:3](-[c:9]2[cH:10][cH:11][c:12]([C:15]([CH2:16][CH2:17][CH2:18][CH2:19][CH2:20][OH:21])=[O:22])[cH:13][cH:14]2)[cH:4][cH:5][c:6]([Cl:8])[cH:7]1.[ClH:23].[NH2:24][OH:25].[Na+:26].[OH2:34]>>[Cl:1][c:2]1[c:3](-[c:9]2[cH:10][cH:11][c:12]([C:15]([CH2:16][CH2:17][CH2:18][CH2:19][CH2:20][OH:21])=[N:24][OH:25])[cH:13][cH:14]2)[cH:4][cH:5][c:6]([Cl:8])[cH:7]1. Reactants: CC(=O)[O-], CCO, O=C(CCCCCO)c1ccc(-c2ccc(Cl)cc2Cl)cc1, Cl, NO, [Na+], O. The product is OCCCCCC(=NO)c1ccc(-c2ccc(Cl)cc2Cl)cc1.